From a dataset of the Open Reaction Database (ORD), a public repository of structured organic reaction records. describe an organic reaction: reactants, conditions, products, and yield Reactants: C(C)N1C(=NC2=C1C=CC(=C2)C#N)C (1-ethyl-2-methyl-5-cyano-benzimidazole), C1CCS(=O)(=O)OC1 (1,4-butanesultone). Product: C(C)N1C(N(C2=C1C=CC(=C2)C#N)CCCCS(=O)(=O)O)C (1-ethyl-2-methyl-3-(4'-sulphobutyl)-5-cyano-benzimidazole). Yield: 72.0%. As a reaction SMILES: [CH2:1]([N:3]1[C:7]2[CH:8]=[CH:9][C:10]([C:12]#[N:13])=[CH:11][C:6]=2[N:5]=[C:4]1[CH3:14])[CH3:2].[CH2:15]1[CH2:22][O:21][S:18](=[O:20])(=[O:19])[CH2:17][CH2:16]1>>[CH2:1]([N:3]1[C:7]2[CH:8]=[CH:9][C:10]([C:12]#[N:13])=[CH:11][C:6]=2[N:5]([CH2:22][CH2:15][CH2:16][CH2:17][S:18]([OH:21])(=[O:20])=[O:19])[CH:4]1[CH3:14])[CH3:2]. Procedure: 18.6 g (0.1 mole) of compound V and an equimolar amount of 1,4-butanesultone were heated at 140° C for 4 h, then washed with acetone and dried. Melting point: over 260° C. Yield: 72% (23 g). The reactants are BrCC(=O)C=1SC=CN1 (2-bromo-1-(thiazol-2-yl)ethanone), N1C=NC=C1 (imidazole). Solvent: C(C)#N (acetonitrile). Reaction conditions: time 1 hour. Product: N1(C=NC=C1)CC(=O)C=1SC=CN1 (2-(imidazol-1-yl)-1-(thiazol-2-yl)-ethanone). As a reaction SMILES: Br[CH2:2][C:3]([C:5]1[S:6][CH:7]=[CH:8][N:9]=1)=[O:4].[NH:10]1[CH:14]=[CH:13][N:12]=[CH:11]1>C(#N)C>[N:10]1([CH2:2][C:3]([C:5]2[S:6][CH:7]=[CH:8][N:9]=2)=[O:4])[CH:14]=[CH:13][N:12]=[CH:11]1. Procedure details: A mixture of 2-bromo-1-(thiazol-2-yl)ethanone (2.5 g; 12 mmol), acetonitrile (70 ml) and imidazole (1.65 g; 24 mmol) was stirred at ambient temperature for 1 hour. The mixture was evaporated to dryness and the residue partitioned between dichloromethane and water. The organic phase was separated, washed with saturated brine and evaporated to give 2-(imidazol-1-yl)-1-(thiazol-2-yl)-ethanone as a brown solid (1.17 g; 50%). Reactants: CCCC(=O)c1ccc(Br)cc1, C1CCOC1, [Li]CCCC, CN([SiH](C)C)[Si](C)(C)C, O=C(n1ccnc1)C(F)(F)F. The product is CCC(C(=O)c1ccc(Br)cc1)C(=O)C(F)(F)F. Reaction SMILES: [Br:15][c:16]1[cH:17][cH:18][c:19]([C:22]([CH2:23][CH2:24][CH3:25])=[O:26])[cH:20][cH:21]1.[CH2:38]1[O:39][CH2:40][CH2:41][CH2:42]1.[CH3:10][CH2:11][CH2:12][CH2:13][Li:14].[CH3:1][SiH:2]([CH3:3])[N:4]([CH3:5])[Si:6]([CH3:7])([CH3:8])[CH3:9].[F:27][C:28]([C:29](=[O:30])[n:31]1[cH:32][cH:33][n:34][cH:35]1)([F:36])[F:37]>>[Br:15][c:16]1[cH:17][cH:18][c:19]([C:22]([CH:23]([CH2:24][CH3:25])[C:29]([C:28]([F:27])([F:36])[F:37])=[O:30])=[O:26])[cH:20][cH:21]1. Reactants: FC1=CC=C(C=C1)C1=CSC=2N=CN=C(C21)OCCCOC=2C=C(N)C=CC2 (3-(3-{[5-(4-fluorophenyl)thieno[2,3-d]pyrimidin-4-yl]oxy}propoxy)aniline), CS(=O)(=O)Cl (methanesulfonyl chloride), C(C)(C)N(CC)C(C)C (diisopropylethylamine). The solvent is ClCCl (dichloromethane), ClCCl (dichloromethane). Run at time 12 hour. Yields the product FC1=CC=C(C=C1)C1=CSC=2N=CN=C(C21)OCCCOC=2C=C(C=CC2)NS(=O)(=O)C (N-[3-(3-{[5-(4-fluorophenyl)thieno[2,3-d]pyrimidin-4-yl]oxy}propoxy)phenyl]methanesulfonamide). The yield is 38.5%. Reaction SMILES: [F:1][C:2]1[CH:7]=[CH:6][C:5]([C:8]2[C:16]3[C:15]([O:17][CH2:18][CH2:19][CH2:20][O:21][C:22]4[CH:23]=[C:24]([CH:26]=[CH:27][CH:28]=4)[NH2:25])=[N:14][CH:13]=[N:12][C:11]=3[S:10][CH:9]=2)=[CH:4][CH:3]=1.[CH3:29][S:30](Cl)(=[O:32])=[O:31].C(N(C(C)C)CC)(C)C>ClCCl>[F:1][C:2]1[CH:7]=[CH:6][C:5]([C:8]2[C:16]3[C:15]([O:17][CH2:18][CH2:19][CH2:20][O:21][C:22]4[CH:23]=[C:24]([NH:25][S:30]([CH3:29])(=[O:32])=[O:31])[CH:26]=[CH:27][CH:28]=4)=[N:14][CH:13]=[N:12][C:11]=3[S:10][CH:9]=2)=[CH:4][CH:3]=1. Procedure details: A solution of 3-(3-{[5-(4-fluorophenyl)thieno[2,3-d]pyrimidin-4-yl]oxy}propoxy)aniline (50 mg, 0.126 mmol) in dichloromethane (1.5 mL) was added to methanesulfonyl chloride (58 mg, 0.51 mmol) while stirring, followed by the addition of a solution of diisopropylethylamine (18 mg, 0.14 mmol) in dichloromethane (0.5 mL). Stirring was continued for 12 hours at room temperature and then the solvent was evaporated in vacuo. The residue was dissolved in ethyl acetate (30 mL), washed with sodium bicarbo... Starting materials: CC(=O)C1=CC=C(C=C1)N (4-aminoacetophenone), [N-]=C=O.C1(=CC=CC=C1)OC(CN)=O (glycine phenyl ester isocyanate), Cl.NO (hydroxylamine hydrochloride), C(OC)(OC)OC (trimethyl orthoformate). The solvent is C1CCOC1 (THF), C1CCOC1 (THF), N1=CC=CC=C1 (pyridine). Reaction conditions: time 3 hour. The product is ON=C(C)C1=CC=C(C=C1)NC(=O)NCC(=O)OC1=CC=CC=C1 (N-[4-(1-hydroxyiminoethyl)phenyl]-N'-phenoxycarbonylmethylurea). As a reaction SMILES: [CH3:1][C:2]([C:4]1[CH:9]=[CH:8][C:7]([NH2:10])=[CH:6][CH:5]=1)=O.[N-:11]=[C:12]=[O:13].[C:14]1([O:20][C:21](=[O:24])[CH2:22]N)[CH:19]=[CH:18][CH:17]=[CH:16][CH:15]=1.Cl.[NH2:26][OH:27].C(OC)(OC)OC>C1COCC1.N1C=CC=CC=1>[OH:27][N:26]=[C:2]([C:4]1[CH:9]=[CH:8][C:7]([NH:10][C:12]([NH:11][CH2:22][C:21]([O:20][C:14]2[CH:19]=[CH:18][CH:17]=[CH:16][CH:15]=2)=[O:24])=[O:13])=[CH:6][CH:5]=1)[CH3:1] |f:1.2,3.4|. Procedure details: A solution of 0.02 mol 4-aminoacetophenone in 40 mL THF is added dropwise to a solution of 0.02 mol of glycine phenyl ester isocyanate and 5 mL pyridine in 40 mL THF, and the reaction mixture is stirred for 3 hours. The solvent is then removed by rotary evaporator. The residue is dispersed in 50 mL CH3OH, and 0.022 mol hydroxylamine hydrochloride and 0.06 mol trimethyl orthoformate are added. The reaction mixture is heated to reflux for 10 hours. The solvent is removed by rotary evaporator. Addi... Reactants: CC(C)(C)NC1(C)CN(C(c2ccccc2)c2ccccc2)C1, CCO, Cl, [OH-], [OH-], [Pd+2]. Product: CC(C)(C)NC1(C)CNC1, Cl. RXN SMILES: [C:2]([CH3:3])([CH3:4])([CH3:5])[NH:6][C:7]1([CH3:24])[CH2:8][N:9]([CH:11]([c:12]2[cH:13][cH:14][cH:15][cH:16][cH:17]2)[c:18]2[cH:19][cH:20][cH:21][cH:22][cH:23]2)[CH2:10]1.[CH3:25][CH2:26][OH:27].[ClH:1].[OH-:28].[OH-:30].[Pd+2:29]>>[C:2]([CH3:3])([CH3:4])([CH3:5])[NH:6][C:7]1([CH3:24])[CH2:8][NH:9][CH2:10]1.[ClH:1]. Reactants: [Al+3], C1CCOC1, [H-], [H-], [H-], [H-], [Li+], O=C(O)c1cccc2ncccc12. Product: OCc1cccc2ncccc12. Reaction SMILES: [Al+3:15].[CH2:20]1[O:21][CH2:22][CH2:23][CH2:24]1.[H-:14].[H-:17].[H-:18].[H-:19].[Li+:16].[n:1]1[cH:2][cH:3][cH:4][c:5]2[c:6]([C:11](=[O:12])[OH:13])[cH:7][cH:8][cH:9][c:10]12>>[n:1]1[cH:2][cH:3][cH:4][c:5]2[c:6]([CH2:11][OH:12])[cH:7][cH:8][cH:9][c:10]12. Starting materials: O=C(O)c1ccc(F)c(S(=O)(=O)Cl)c1, [Na+], [Na+], [Na+], [OH-], O, O=S([O-])[O-]. Yields the product O=C(O)c1ccc(F)c(S(=O)O)c1. Reaction SMILES: [Cl:7][S:8](=[O:9])(=[O:10])[c:11]1[cH:12][c:13]([C:14](=[O:15])[OH:16])[cH:17][cH:18][c:19]1[F:20].[Na+:22].[Na+:5].[Na+:6].[OH-:21].[OH2:23].[S:1]([O-:2])([O-:3])=[O:4]>>[S:8](=[O:9])([OH:10])[c:11]1[cH:12][c:13]([C:14](=[O:15])[OH:16])[cH:17][cH:18][c:19]1[F:20].